This data is from the Open Reaction Database (ORD), a public repository of structured organic reaction records. The task is: describe an organic reaction: reactants, conditions, products, and yield Reaction SMILES: CCCCCCCCCCCCOS([O-])(=O)=O.[Na+:18].[CH2:19]([N:30]([CH2:35][C:36]([OH:38])=[O:37])[CH2:31][C:32]([OH:34])=[O:33])[CH2:20][N:21]([CH2:26][C:27]([OH:29])=[O:28])[CH2:22][C:23]([OH:25])=[O:24]>>[Na+:18].[Na+:18].[CH2:20]([N:21]([CH2:26][C:27]([OH:29])=[O:28])[CH2:22][C:23]([OH:25])=[O:24])[CH2:19][N:30]([CH2:35][C:36]([O-:38])=[O:37])[CH2:31][C:32]([O-:34])=[O:33] |f:0.1,3.4.5|. Conditions: temperature -20 celsius. Procedure: Samples were prepared for reducing SDS-PAGE by adding 110 μl of sample to 10 μl sample Buffer (2×), 2.5 μl reducing agent (10×) and 2 μl of 0.1M EDTA (to achieve final concentration of 10 mM). The high molecular weight (HMW) marker was prepared by adding 10 μl of concentrated stock to 80 μl reducing agent (10×), 310 μl WFI and 400 μl sample buffer (2×). The diluted HMW standard was then heated at 95° C. for 5 minutes before aliquoting and storage at −20° C. for use in subsequent gels. Samples (1... Yields the product [Na+].[Na+].C(CN(CC(=O)[O-])CC(=O)[O-])N(CC(=O)O)CC(=O)O (Ethylenediaminetetra-acetic acid disodium salt). Starting materials: CCCCCCCCCCCCOS(=O)(=O)[O-].[Na+] (SDS), Tris-Glycine, C(CN(CC(=O)O)CC(=O)O)N(CC(=O)O)CC(=O)O (EDTA), Tris-Glycine.